Dataset: the Open Reaction Database (ORD), a public repository of structured organic reaction records. Task: describe an organic reaction: reactants, conditions, products, and yield The reactants are CCCc1c(C=O)cc([N+](=O)[O-])c(OC)c1OC(C)=O, Cl, [Na+], [OH-]. Product: CCCc1c(C=O)cc([N+](=O)[O-])c(OC)c1O. RXN SMILES: [C:1](=[O:2])([CH3:3])[O:4][c:5]1[c:6]([CH2:18][CH2:19][CH3:20])[c:7]([CH:8]=[O:9])[cH:10][c:11]([N+:15](=[O:16])[O-:17])[c:12]1[O:13][CH3:14].[ClH:21].[Na+:23].[OH-:22]>>[OH:4][c:5]1[c:6]([CH2:18][CH2:19][CH3:20])[c:7]([CH:8]=[O:9])[cH:10][c:11]([N+:15](=[O:16])[O-:17])[c:12]1[O:13][CH3:14]. The reactants are C1=C(C=C(C(=C1I)I)C(=O)O)I.CCCCCCCCCC(C)C (TIBA isododecane), C1(=CC=CC=C1)C (toluene). The product is C1=C(C=C(C(=C1I)I)C(=O)O)I (TIBA). Reaction SMILES: [CH:1]1[C:6]([I:7])=[C:5]([I:8])[C:4]([C:9]([OH:11])=[O:10])=[CH:3][C:2]=1[I:12].CCCCCCCCCC(C)C.C1(C)C=CC=CC=1>>[CH:1]1[C:6]([I:7])=[C:5]([I:8])[C:4]([C:9]([OH:11])=[O:10])=[CH:3][C:2]=1[I:12] |f:0.1|. Procedure details: 39.1 mL of TIBA/isododecane solution (90 g/L) were mixed with 7.4 mL of MAO/toluene solution (Albemarle 30% wt/wt, d=0.928 g/mL, 35.5 mmol MAO) to obtain a MAO/TIBA molar ratio of 2:1. The solution was stirred for 1 h at room temperature and transferred into a 50 mL Schlenk flask containing compound C-1 (55.8 mg, 88.7 μmol). The resulting mixture was diluted with 9.8 mL of isododecane to give a cloudy orange solution. Final concentration: 100 gTOT/L and 0.99 gmetallocene/L.